This data is from the Open Reaction Database (ORD), a public repository of structured organic reaction records. The task is: describe an organic reaction: reactants, conditions, products, and yield The reactants are CC=1C(=C(C=O)C=CC1)N1CCOCC1 (3-methyl-2-(morpholin-4-yl)benzaldehyde), N1(CCNCC1)C(=O)OC(C)(C)C (tert-butyl piperazine-1-carboxylate), C(C)(=O)O[BH-](OC(C)=O)OC(C)=O.[Na+] (Sodium triacetoxyborohydride). Run in 1,2-dichloromethane, 1,2-dichloromethane. Run at time 0.5 hour. Product: CC=1C(=C(C=CC1)CN1CCN(CC1)C(=O)OC(C)(C)C)N1CCOCC1 (tert-butyl 4-[[3-methyl-2-(morpholin-4-yl)phenyl]methyl]piperazine-1-carboxylate). Isolated yield 39.7%. RXN SMILES: [CH3:1][C:2]1[C:3]([N:10]2[CH2:15][CH2:14][O:13][CH2:12][CH2:11]2)=[C:4]([CH:7]=[CH:8][CH:9]=1)[CH:5]=O.[N:16]1([C:22]([O:24][C:25]([CH3:28])([CH3:27])[CH3:26])=[O:23])[CH2:21][CH2:20][NH:19][CH2:18][CH2:17]1.C(O[BH-](OC(=O)C)OC(=O)C)(=O)C.[Na+]>>[CH3:1][C:2]1[C:3]([N:10]2[CH2:15][CH2:14][O:13][CH2:12][CH2:11]2)=[C:4]([CH2:5][N:19]2[CH2:18][CH2:17][N:16]([C:22]([O:24][C:25]([CH3:28])([CH3:27])[CH3:26])=[O:23])[CH2:21][CH2:20]2)[CH:7]=[CH:8][CH:9]=1 |f:2.3|. Procedure details: A 100 mL round-bottom flask was charged with 3-methyl-2-(morpholin-4-yl)benzaldehyde (1.34 g, 6.51 mmol, 1.00 equiv), tert-butyl piperazine-1-carboxylate (1.00 g, 5.37 mmol, 0.82 equiv), 1,2-dichloromethane (30 mL). The mixture was stirred at room temperature for 0.5 hour. Sodium triacetoxyborohydride (3.42 g, 16.1 mmol, 2.48 equiv) was added. The resulting solution was stirred for 2 h at room temperature and diluted with 1,2-dichloromethane (30 mL). The resulting solution was washed with H2O (2... The reactants are S1C2=C(C=C1)C(CC2)=O (5,6-Dihydro-cyclopenta[b]thiophen-4-one), [H-].[Na+] (NaH), Cl (HCl), COC(C1=CC(=CC=C1)Cl)=O (3-Chloro-benzoic acid methyl ester). Solvent: C1CCOC1 (THF), O (water), C(C)(=O)OCC (ethyl acetate). Reaction conditions: temperature 100 celsius. Yields the product ClC1=CC=C(C(=O)C2C(C3=C(SC=C3)C2)=O)C=C1 (5-(4-Chloro-benzoyl)-5,6-dihydro-cyclopenta[b]thiophen-4-one). Isolated yield 45.0%. RXN SMILES: [S:1]1[CH:5]=[CH:4][C:3]2[C:6](=[O:9])[CH2:7][CH2:8][C:2]1=2.[H-].[Na+].C[O:13][C:14](=O)[C:15]1[CH:20]=[CH:19][CH:18]=[C:17](Cl)[CH:16]=1.[ClH:23]>C1COCC1.C(OCC)(=O)C.O>[Cl:23][C:18]1[CH:19]=[CH:20][C:15]([C:14]([CH:7]2[CH2:8][C:2]3[S:1][CH:5]=[CH:4][C:3]=3[C:6]2=[O:9])=[O:13])=[CH:16][CH:17]=1 |f:1.2|. Reported procedure: 5,6-Dihydro-cyclopenta[b]thiophen-4-one (2.1 g, 15.0 mmol) in 10 mL of THF was treated with NaH (60 percent, 0.73 g, 18 mmol). After the addition of 3-Chloro-benzoic acid methyl ester, the reaction mixture was heated at 100° C. for 8 hr. The solution was cooled to room temperature and poured into water. The resulting mixture was acidified with concentrated HCl and was added with ethyl acetate (80 mL). The organic layer was collected, brined, dried over MgSO4(s), and concentrated under reduced pr...